From a dataset of the Open Reaction Database (ORD), a public repository of structured organic reaction records. describe an organic reaction: reactants, conditions, products, and yield Reactants: CC(C)(C)c1ccc(CNC(Cc2ccc(OCc3ccccc3)cc2)C(=O)NCCN2CCCCC2)cc1, C1CCOC1. Product: CC(C)(C)c1ccc(CNC(CNCCN2CCCCC2)Cc2ccc(OCc3ccccc3)cc2)cc1. RXN SMILES: [CH2:1]([c:2]1[cH:3][cH:4][cH:5][cH:6][cH:7]1)[O:8][c:9]1[cH:10][cH:11][c:12]([CH2:15][CH:16]([C:17](=[O:18])[NH:19][CH2:20][CH2:21][N:22]2[CH2:23][CH2:24][CH2:25][CH2:26][CH2:27]2)[NH:28][CH2:29][c:30]2[cH:31][cH:32][c:33]([C:36]([CH3:37])([CH3:38])[CH3:39])[cH:34][cH:35]2)[cH:13][cH:14]1.[CH2:40]1[O:41][CH2:42][CH2:43][CH2:44]1>>[CH2:1]([c:2]1[cH:3][cH:4][cH:5][cH:6][cH:7]1)[O:8][c:9]1[cH:10][cH:11][c:12]([CH2:15][CH:16]([CH2:17][NH:19][CH2:20][CH2:21][N:22]2[CH2:23][CH2:24][CH2:25][CH2:26][CH2:27]2)[NH:28][CH2:29][c:30]2[cH:31][cH:32][c:33]([C:36]([CH3:37])([CH3:38])[CH3:39])[cH:34][cH:35]2)[cH:13][cH:14]1. Product: Cc1ccc(S(=O)(=O)OCCc2ccccc2Br)cc1. Reaction SMILES: [Br:1][c:2]1[c:3]([CH2:4][CH2:5][OH:6])[cH:7][cH:8][cH:9][cH:10]1.[CH3:11][c:12]1[cH:13][cH:14][c:15]([S:18](=[O:19])(=[O:20])[Cl:21])[cH:16][cH:17]1.[CH3:24][CH2:25][O:26][CH2:27][CH3:28].[K+:23].[OH-:22].[OH2:29].[cH:30]1[cH:31][cH:32][n:33][cH:34][cH:35]1>>[Br:1][c:2]1[c:3]([CH2:4][CH2:5][O:6][S:18]([c:15]2[cH:14][cH:13][c:12]([CH3:11])[cH:17][cH:16]2)(=[O:19])=[O:20])[cH:7][cH:8][cH:9][cH:10]1. Reactants: OCCc1ccccc1Br, Cc1ccc(S(=O)(=O)Cl)cc1, CCOCC, [K+], [OH-], O, c1ccncc1. Starting materials: FC(C(=O)NCC=CC1=CC(=CC=C1)[N+](=O)[O-])(F)F (2,2,2-trifluoro-N-(3-(3-nitrophenyl)allyl)acetamide), C1(=CC=CC=C1)CCC=O (3-phenylpropanal). Run in CCOC(=O)C (EtOAc). Reaction conditions: time 16 hour. Yields the product FC(C(=O)NCCCC1=CC(=CC=C1)NCCCC1=CC=CC=C1)(F)F (2,2,2-trifluoro-N-(3-(3-(3-phenylpropylamino)phenyl)propyl)acetamide). RXN SMILES: [F:1][C:2]([F:19])([F:18])[C:3]([NH:5][CH2:6][CH:7]=[CH:8][C:9]1[CH:14]=[CH:13][CH:12]=[C:11]([N+:15]([O-])=O)[CH:10]=1)=[O:4].[C:20]1([CH2:26][CH2:27][CH:28]=O)[CH:25]=[CH:24][CH:23]=[CH:22][CH:21]=1>CCOC(C)=O>[F:1][C:2]([F:19])([F:18])[C:3]([NH:5][CH2:6][CH2:7][CH2:8][C:9]1[CH:14]=[CH:13][CH:12]=[C:11]([NH:15][CH2:28][CH2:27][CH2:26][C:20]2[CH:25]=[CH:24][CH:23]=[CH:22][CH:21]=2)[CH:10]=1)=[O:4]. Procedure: A mixture of 2,2,2-trifluoro-N-(3-(3-nitrophenyl)allyl)acetamide (1.0 g, 3.6 mmol) and 3-phenylpropanal (0.48 g, 3.6 mmol) in EtOAc was degassed and saturated with argon. 10% Pd/C (500 mg) was added to this solution and the resulting mixture was stirred under H2 at 1 atm for 16 hrs, filtered through Celite, and concentrated under reduced pressure. Purification by flash chromatography (40% to 50% EtOAc—hexanes gradient) gave 2,2,2-trifluoro-N-(3-(3-(3-phenylpropylamino)phenyl)propyl)acetamide as ... The reactants are C1(=CC=CC=C1)C(=O)C(O)C1=CC=CC=C1 (benzoin), C(C)(=O)OC(C)=O (acetic anhydride), O (Water). Reagents/catalysts: S(O)(O)(=O)=O (sulphuric acid). Run in ClCCl (dichloromethane). Run at temperature 25 celsius, time 15 hour. Yields the product C(C)(=O)OC(C(C1=CC=CC=C1)=O)C1=CC=CC=C1 (2-oxo-1,2-diphenylethyl acetate). As a reaction SMILES: [C:1]1([C:7]([CH:9]([C:11]2[CH:16]=[CH:15][CH:14]=[CH:13][CH:12]=2)[OH:10])=[O:8])[CH:6]=[CH:5][CH:4]=[CH:3][CH:2]=1.[C:17](OC(=O)C)(=[O:19])[CH3:18].O>S(=O)(=O)(O)O.ClCCl>[C:17]([O:8][CH:7]([C:1]1[CH:2]=[CH:3][CH:4]=[CH:5][CH:6]=1)[C:9](=[O:10])[C:11]1[CH:16]=[CH:15][CH:14]=[CH:13][CH:12]=1)(=[O:19])[CH3:18]. Procedure: 2 g of benzoin with 15 ml of acetic anhydride and a few drops of sulphuric acid are added to a reactor with stirring and at room temperature (25° C.) for 15 hours. Water and dichloromethane are added to the reaction mixture. The organic phase is recovered after separating by settling, dried over sodium sulphate, filtered and then concentrated to dryness under vacuum.